This data is from the Open Reaction Database (ORD), a public repository of structured organic reaction records. The task is: describe an organic reaction: reactants, conditions, products, and yield Reactants: FC1=CC=C2C=NC(=NC2=C1)N[C@@H]1CC[C@H](CC1)O (trans-4-[(7-fluoroquinazolin-2-yl)amino]cyclohexanol), C[O-].[Na+] (sodium methoxide). Solvent: CO (MeOH). Yields the product COC1=CC=C2C=NC(=NC2=C1)N[C@@H]1CC[C@H](CC1)O (trans-4-[(7-methoxyquinazolin-2-yl)amino]cyclohexanol). RXN SMILES: F[C:2]1[CH:11]=[C:10]2[C:5]([CH:6]=[N:7][C:8]([NH:12][C@H:13]3[CH2:18][CH2:17][C@H:16]([OH:19])[CH2:15][CH2:14]3)=[N:9]2)=[CH:4][CH:3]=1.[CH3:20][O-:21].[Na+]>CO>[CH3:20][O:21][C:2]1[CH:11]=[C:10]2[C:5]([CH:6]=[N:7][C:8]([NH:12][C@H:13]3[CH2:18][CH2:17][C@H:16]([OH:19])[CH2:15][CH2:14]3)=[N:9]2)=[CH:4][CH:3]=1 |f:1.2|. Procedure details: To a solution of trans-4-[(7-fluoroquinazolin-2-yl)amino]cyclohexanol (800 mg, 3.06 mmol) in MeOH (25 mL) was added sodium methoxide powder (1.65 g, 30.62 mmol) and the solution heated to reflux for 16 hours under nitrogen. The mix was cooled and the solvents evaporated. The residue was diluted with water (100 mL), brine (50 mL) and extracted with DCM (4×150 mL), and the combined organics were dried over MgSO4, filtered and stripped. The residue was purified via Biotage flash chromatography (40M...